This data is from the Open Reaction Database (ORD), a public repository of structured organic reaction records. The task is: describe an organic reaction: reactants, conditions, products, and yield Starting materials: CS(C)=O, CC#N, O=C(COc1ccc(Cl)cc1)N1Cc2ccc(C(=O)C(Cl)(Cl)Cl)n2Cc2ccccc21, NCCc1ccc(O)cc1. Yields the product O=C(NCCc1ccc(O)cc1)c1ccc2n1Cc1ccccc1N(C(=O)COc1ccc(Cl)cc1)C2. RXN SMILES: [CH3:42][S:43]([CH3:44])=[O:45].[CH3:46][C:47]#[N:48].[Cl:1][C:2]([C:3](=[O:4])[c:5]1[cH:6][cH:7][c:8]2[n:14]1[CH2:13][c:12]1[c:11]([cH:18][cH:17][cH:16][cH:15]1)[N:10]([C:19]([CH2:20][O:21][c:22]1[cH:23][cH:24][c:25]([Cl:28])[cH:26][cH:27]1)=[O:29])[CH2:9]2)([Cl:30])[Cl:31].[NH2:32][CH2:33][CH2:34][c:35]1[cH:36][cH:37][c:38]([OH:39])[cH:40][cH:41]1>>[C:3](=[O:4])([c:5]1[cH:6][cH:7][c:8]2[n:14]1[CH2:13][c:12]1[c:11]([cH:18][cH:17][cH:16][cH:15]1)[N:10]([C:19]([CH2:20][O:21][c:22]1[cH:23][cH:24][c:25]([Cl:28])[cH:26][cH:27]1)=[O:29])[CH2:9]2)[NH:32][CH2:33][CH2:34][c:35]1[cH:36][cH:37][c:38]([OH:39])[cH:40][cH:41]1.